From a dataset of the Open Reaction Database (ORD), a public repository of structured organic reaction records. describe an organic reaction: reactants, conditions, products, and yield The reactants are O (water), ON1C(C(CC1=O)S(=O)(=O)O)=O (N-Hydroxysulfosuccinimide), [Na+].[Cl-] (NaCl), C(CCl)Cl (EDC). Solvent: C1COCCN1CCS(=O)(=O)O (2-(N-morpholino)ethanesulfonic acid), Cl (HCl), C(C(C)O)O (1,2-propanediol). The product is C1C(C(=O)N(C1=O)O)S(=O)(=O)[O-].[Na+] (sulfo-NHS). Reaction SMILES: O.[OH:2][N:3]1[C:7](=[O:8])[CH2:6][CH:5]([S:9]([OH:12])(=[O:11])=[O:10])[C:4]1=[O:13].C(Cl)CCl.[Na+:18].[Cl-]>Cl.C(O)C(O)C.C1N(CCS(O)(=O)=O)CCOC1>[CH2:6]1[C:7](=[O:8])[N:3]([OH:2])[C:4](=[O:13])[CH:5]1[S:9]([O-:12])(=[O:11])=[O:10].[Na+:18] |f:3.4,8.9|. Procedure: Recombinant rat PDGF-AA was purchased from R&D Systems (Minneapolis, Minn., USA) and dissolved in 4 mM HCl with 10% 1,2-propanediol at a concentration of 400 μg/ml (40 μg/100 μl). The water-soluble carboimide, 1-ethyl-3-(3-dimethylaminopropyl) carboimide hydrochloride (EDC, 50 μl; Sigma-Aldrich) and N-Hydroxysulfosuccinimide (sulfo-NHS, 50 μl; Pierce) in 0.1 M 2-(N-morpholino)ethanesulfonic acid (MES) buffer, 1 M NaCl, pH 6 (reaction buffer) were added to the PDGF-AA solution to obtain a final c... Reactants: COC1=CC=C(CN2N=C(C=3C2=NC=CC3OC3=C(C=C(C=C3)N)F)I)C=C1 (4-(1-(4-methoxybenzyl)-3-iodo-1H-pyrazolo[3,4-b]pyridin-4-yloxy)-3-fluorobenzenamine), FC1=CC=C(C=C1)N1N=CC=C(C1=O)C(=O)O (2-(4-fluorophenyl)-3-oxo-2,3-dihydropyridazine-4-carboxylic acid), C=1C=CC2=C(C1)N=NN2O.O (HOBT H2O), CCN=C=NCCCN(C)C (EDCI). The solvent is CN(C)C=O (DMF). Reaction conditions: time 3 hour. The product is FC=1C=C(C=CC1OC1=C2C(=NC=C1)N(N=C2I)CC2=CC=C(C=C2)OC)NC(=O)C=2C(N(N=CC2)C2=CC=C(C=C2)F)=O (N-(3-fluoro-4-(3-iodo-1-(4-methoxybenzyl)-1H-pyrazolo[3,4-b]pyridin-4-yloxy)phenyl)-2-(4-fluorophenyl)-3-oxo-2,3-dihydropyridazine-4-carboxamide). As a reaction SMILES: [CH3:1][O:2][C:3]1[CH:28]=[CH:27][C:6]([CH2:7][N:8]2[C:12]3=[N:13][CH:14]=[CH:15][C:16]([O:17][C:18]4[CH:23]=[CH:22][C:21]([NH2:24])=[CH:20][C:19]=4[F:25])=[C:11]3[C:10]([I:26])=[N:9]2)=[CH:5][CH:4]=1.[F:29][C:30]1[CH:35]=[CH:34][C:33]([N:36]2[C:41](=[O:42])[C:40]([C:43](O)=[O:44])=[CH:39][CH:38]=[N:37]2)=[CH:32][CH:31]=1.C1C=CC2N(O)N=NC=2C=1.O.CCN=C=NCCCN(C)C>CN(C=O)C>[F:25][C:19]1[CH:20]=[C:21]([NH:24][C:43]([C:40]2[C:41](=[O:42])[N:36]([C:33]3[CH:34]=[CH:35][C:30]([F:29])=[CH:31][CH:32]=3)[N:37]=[CH:38][CH:39]=2)=[O:44])[CH:22]=[CH:23][C:18]=1[O:17][C:16]1[CH:15]=[CH:14][N:13]=[C:12]2[N:8]([CH2:7][C:6]3[CH:5]=[CH:4][C:3]([O:2][CH3:1])=[CH:28][CH:27]=3)[N:9]=[C:10]([I:26])[C:11]=12 |f:2.3|. Procedure details: To a mixture of 4-(1-(4-methoxybenzyl)-3-iodo-1H-pyrazolo[3,4-b]pyridin-4-yloxy)-3-fluorobenzenamine (1.50 g, 3.06 mmol; prepared as in Example 7, Step B), 2-(4-fluorophenyl)-3-oxo-2,3-dihydropyridazine-4-carboxylic acid (1.43 g, 6.12 mmol; prepared as in Example 19, Step C), and HOBT-H2O (2.81 g, 18.4 mmol) dissolved in dry DMF (30 mL) was added EDCI (3.52 g, 18.4 mmol). The mixture was stirred at room temperature for 3 hours. The reaction mixture was then partitioned between ethyl acetate (60 ... Reactants: OC1=C(C=O)C=C(C=C1)O (2,5-dihydroxybenzaldehyde), C(=O)C=C (acrolein), C([O-])([O-])=O.[K+].[K+] (potassium carbonate). Run in O1CCOCC1 (1,4-dioxane), O (water). The product is OC=1C=C2C=C(COC2=CC1)C=O (6-Hydroxy-2H-3-chromenecarbaldehyde). RXN SMILES: [OH:1][C:2]1[CH:9]=[CH:8][C:7]([OH:10])=[CH:6][C:3]=1[CH:4]=O.[CH:11]([CH:13]=[CH2:14])=[O:12].C(=O)([O-])[O-].[K+].[K+]>O1CCOCC1.O>[OH:10][C:7]1[CH:6]=[C:3]2[C:2](=[CH:9][CH:8]=1)[O:1][CH2:14][C:13]([CH:11]=[O:12])=[CH:4]2 |f:2.3.4|. Reported procedure: 3 g (21.7 mmol) of 2,5-dihydroxybenzaldehyde and also 2.2 ml (32.6 mmol) of acrolein are added to a suspension of 6 g (43.5 mmol) of potassium carbonate in 50 ml of 1,4-dioxane; the medium is then heated at reflux for 12 hours. The salts are filtered off over Celite; the solvent is then evaporated in vacuo. The residue obtained is taken up in water; the aqueous phase is then extracted with ether. After drying over magnesium sulphate and evaporation of the solvent in vacuo, the crude product is t...